From a dataset of the Open Reaction Database (ORD), a public repository of structured organic reaction records. describe an organic reaction: reactants, conditions, products, and yield Reactants: CCc1ccc(Cc2ccc(NC(C)=O)[nH]c2=O)cc1, CO, [Na+], [OH-]. The product is CCc1ccc(Cc2ccc(N)[nH]c2=O)cc1. Reaction SMILES: [C:1](=[O:2])([CH3:3])[NH:4][c:5]1[cH:6][cH:7][c:8]([CH2:12][c:13]2[cH:14][cH:15][c:16]([CH2:19][CH3:20])[cH:17][cH:18]2)[c:9](=[O:11])[nH:10]1.[CH3:23][OH:24].[Na+:22].[OH-:21]>>[NH2:4][c:5]1[cH:6][cH:7][c:8]([CH2:12][c:13]2[cH:14][cH:15][c:16]([CH2:19][CH3:20])[cH:17][cH:18]2)[c:9](=[O:11])[nH:10]1.